describe an organic reaction: reactants, conditions, products, and yield From a dataset of the Open Reaction Database (ORD), a public repository of structured organic reaction records. The reactants are C([O-])([O-])=O.[Na+].[Na+] (sodium carbonate), NC1C(N(C2=C(CC1)C=CC=C2)CC(=O)OC(C)(C)C)=O (tert-butyl 3-amino-2,3,4,5-tetrahydro-2-oxo-1H-1-benzazepine-1-acetate), O.C1(=CC=C(C=C1)S(=O)(=O)O)C (p-toluenesulfonic acid hydrate), C(C1=CC=CC=C1)O (benzyl alcohol). The solvent is O (water), ClCCl (dichloromethane), C1(=CC=CC=C1)C (toluene). Yields the product NC1C(N(C2=C(CC1)C=CC=C2)CC(=O)OCC2=CC=CC=C2)=O (benzyl 3-amino-2,3,4,5-tetrahydro-2-oxo-1H-1-benzazepine-1-acetate). The yield is 69.9%. RXN SMILES: [NH2:1][CH:2]1[CH2:8][CH2:7][C:6]2[CH:9]=[CH:10][CH:11]=[CH:12][C:5]=2[N:4]([CH2:13][C:14]([O:16][C:17]([CH3:20])(C)C)=[O:15])[C:3]1=[O:21].O.[C:23]1(C)[CH:28]=[CH:27]C(S(O)(=O)=O)=[CH:25][CH:24]=1.C(O)C1C=CC=CC=1.C(=O)([O-])[O-].[Na+].[Na+]>ClCCl.O.C1(C)C=CC=CC=1>[NH2:1][CH:2]1[CH2:8][CH2:7][C:6]2[CH:9]=[CH:10][CH:11]=[CH:12][C:5]=2[N:4]([CH2:13][C:14]([O:16][CH2:17][C:20]2[CH:27]=[CH:28][CH:23]=[CH:24][CH:25]=2)=[O:15])[C:3]1=[O:21] |f:1.2,4.5.6|. Procedure details: 10.5 g of tert-butyl 3-amino-2,3,4,5-tetrahydro-2-oxo-1H-1-benzazepine-1-acetate (preparation, see Example 3I), 8.25 g of p-toluenesulfonic acid hydrate and 20.1 ml of benzyl alcohol were added to 174 ml of toluene. The reaction mixture was boiled for 4 hours on a water separator, during which period a precipitate which had originally separated out went slowly in solution. After that, the toluene was swept off under reduced pressure and the remaining residue was stirred with methyl tert-butyl et... Starting materials: FC(C(=O)O)(F)F (Trifluoroacetic acid), [N-]=[N+]=[N-].[Na+] (sodium azide), C(#N)C(=O)OCC (ethyl cyanoformate), ice, Cl (hydrochloric acid). Run in N1=C(C=CC=C1C)C (2,6-lutidine). Reaction conditions: time 6 hour. The product is C(C)OC(=O)C1=NN=NN1 (ethyl-1H-tetrazole-5-carboxylate). The yield is 52.6%. RXN SMILES: FC(F)(F)C(O)=O.[N-:8]=[N+:9]=[N-:10].[Na+].[C:12]([C:14]([O:16][CH2:17][CH3:18])=[O:15])#[N:13].Cl>N1C(C)=CC=CC=1C>[CH2:17]([O:16][C:14]([C:12]1[NH:13][N:10]=[N:9][N:8]=1)=[O:15])[CH3:18] |f:1.2|. Procedure: Trifluoroacetic acid (24.47 g, 0.21M) was added dropwise over 0.5 hr under nitrogen to a stirred suspension of sodium azide (12.59 g, 0.19M) in 2,6-lutidine (100 ml) at 8° to 12°. After stirring for 7 minutes ethyl cyanoformate (20.4 g, 0.20M) was added in one portion. The mixture was heated and stirred at 75° for 6 hours and then, after cooling, stirred at 20° for 16 hr. After cooling to 10° the mixture was added to ice (250 g) and 11 molar hydrochloric acid (100 ml) keeping the temperature bel... Reactants: COc1ccc([N+](=O)[O-])cc1NC(=O)OC(C)(C)C, CCO. Product: COc1ccc(N)cc1NC(=O)OC(C)(C)C. As a reaction SMILES: [CH3:1][O:2][c:3]1[c:4]([NH:12][C:13]([O:14][C:15]([CH3:16])([CH3:17])[CH3:18])=[O:19])[cH:5][c:6]([N+:9]([O-:10])=[O:11])[cH:7][cH:8]1.[CH3:20][CH2:21][OH:22]>>[CH3:1][O:2][c:3]1[c:4]([NH:12][C:13]([O:14][C:15]([CH3:16])([CH3:17])[CH3:18])=[O:19])[cH:5][c:6]([NH2:9])[cH:7][cH:8]1. Starting materials: C(C)OC(=O)C(CCC1=CC=CC=C1)NC1C(N(CC(SC1)C1=CSC=C1)CC(=O)O)=O (α-[6-(1-Ethoxycarbonyl-3-phenylpropylamino)-5-oxo-2-(3-thienyl)perhydro-1,4-thiazepin-4-yl]acetic acid), aqueous solution, [OH-].[Na+] (sodium hydroxide), Cl (hydrochloric acid). Conditions: time 16 hour. The product is C(=O)(O)C(CCC1=CC=CC=C1)NC1C(N(CC(SC1)C1=CSC=C1)CC(=O)O)=O (α-[6-(1-Carboxy-3-phenylpropylamino)-5-oxo-2-(3-thienyl)perhydro-1,4-thiazepin-4-yl]acetic acid). As a reaction SMILES: C([O:3][C:4]([CH:6]([NH:15][CH:16]1[CH2:22][S:21][CH:20]([C:23]2[CH:27]=[CH:26][S:25][CH:24]=2)[CH2:19][N:18]([CH2:28][C:29]([OH:31])=[O:30])[C:17]1=[O:32])[CH2:7][CH2:8][C:9]1[CH:14]=[CH:13][CH:12]=[CH:11][CH:10]=1)=[O:5])C.[OH-].[Na+].Cl>>[C:4]([CH:6]([NH:15][CH:16]1[CH2:22][S:21][CH:20]([C:23]2[CH:27]=[CH:26][S:25][CH:24]=2)[CH2:19][N:18]([CH2:28][C:29]([OH:31])=[O:30])[C:17]1=[O:32])[CH2:7][CH2:8][C:9]1[CH:10]=[CH:11][CH:12]=[CH:13][CH:14]=1)([OH:5])=[O:3] |f:1.2|. Reported procedure: 150 mg of α-[6-(1-ethoxycarbonyl-3-phenylpropylamino)-5-oxo-2-(3-thienyl)perhydro-1,4-thiazepin-4-yl]acetic acid (prepared as described in Example 43) were mixed with 2 ml of a 1N aqueous solution of sodium hydroxide, and the mixture was stirred for 16 hours. The reaction mixture was then adjusted to a pH value of 2.0 with 1N hydrochloric acid and the resulting solid, which was the title compound, was collected by filtration and washed with small amount of water and diisopropyl ether, to yield 1... Reactants: CN(CCOC=1C=C2CN(C(NC2=CC1)=O)C1CCN(CC1)CC1=CC=CC=C1)C (3,4-dihydro-6-[2-(dimethylamino)ethoxy]-3-(1-phenylmethyl-4-piperidinyl)-2(1H)-quinazolinone), [H][H] (hydrogen). Reagents/catalysts: [OH-].[Pd+2].[OH-] (palladium(II) hydroxide). Solvent: CO (methanol). The product is CN(CCOC=1C=C2CN(C(NC2=CC1)=O)C1CCNCC1)C (3,4-dihydro-6-[2-(dimethylamino)ethoxy]-3-(4-piperidinyl)-2(1H)-quinazolinone). Reaction SMILES: [CH3:1][N:2]([CH3:30])[CH2:3][CH2:4][O:5][C:6]1[CH:7]=[C:8]2[C:13](=[CH:14][CH:15]=1)[NH:12][C:11](=[O:16])[N:10]([CH:17]1[CH2:22][CH2:21][N:20](CC3C=CC=CC=3)[CH2:19][CH2:18]1)[CH2:9]2.[H][H]>[OH-].[Pd+2].[OH-].CO>[CH3:1][N:2]([CH3:30])[CH2:3][CH2:4][O:5][C:6]1[CH:7]=[C:8]2[C:13](=[CH:14][CH:15]=1)[NH:12][C:11](=[O:16])[N:10]([CH:17]1[CH2:22][CH2:21][NH:20][CH2:19][CH2:18]1)[CH2:9]2 |f:2.3.4|. Reported procedure: A mixture of 0.9 g (0.0022 mol) of 3,4-dihydro-6-[2-(dimethylamino)ethoxy]-3-(1-phenylmethyl-4-piperidinyl)-2(1H)-quinazolinone, 10 mL methanol, and 0.5 g palladium(II) hydroxide (Pearlman's catalyst) was hydrogenated until the uptake of hydrogen ended. The catalyst was filtered off, the filtrate was evaporated down in vacuo, and the residue remaining was used in the next step without any further purification. Yield: 0.6 g (86% of theoretical). IR (KBr): 1662 (C═O) cm−1; MS: M+=318. Reported procedure: Using the general procedure described in Example 1 a reactor was charged with 60 g (0.55 mole) of p-aminophenol, 43.28 g of a 50% by weight aqueous solution of sodium hydroxide (0.54 mole NaOH), 112 cc dimethylsulfoxide and 120 cc toluene. The resultant mixture was heated to the boiling point for six hours under a nitrogen atmosphere to remove all of the water present by azeotropic distillation. The reaction mixture was then allowed to cool to about 75° C., at which time 100.4 g (0.56 mole) of 3... RXN SMILES: [CH:1]1[C:6]([NH2:7])=[CH:5][CH:4]=[C:3](O)[CH:2]=1.[OH-:9].[Na+].CS(C)=O.Cl[CH2:16][CH2:17][CH2:18][Si:19]([CH3:24])([O:22][CH3:23])[O:20][CH3:21]>C1(C)C=CC=CC=1>[NH2:7][C:6]1[CH:1]=[C:2]([CH:3]=[CH:4][CH:5]=1)[O:9][CH2:16][CH2:17][CH2:18][Si:19]([CH3:24])([O:22][CH3:23])[O:20][CH3:21] |f:1.2|. Run in C1(=CC=CC=C1)C (toluene). Reaction conditions: temperature 115 celsius. The reactants are resultant mixture, C1=CC(=CC=C1N)O (p-aminophenol), [OH-].[Na+] (sodium hydroxide), CS(=O)C (dimethylsulfoxide), ClCCC[Si](OC)(OC)C (3-chloropropyl methyldimethoxysilane). Yields the product NC=1C=C(OCCC[Si](OC)(OC)C)C=CC1 (m-aminophenoxypropyl Methyldimethoxysilane). Isolated yield 80.0%. The reactants are C(C)(C)(C)OC(N)=O (carbamic acid tert-butyl ester), C(C)(C)(C)OC(NC1(CCC1)C1=CC=C(C=C1)C1=C(OC2=C(C(=CC=C2C1=O)[N+](=O)[O-])N)C1=CC=CC=C1)=O ({1-[4-(8-amino-7-nitro-4-oxo-2-phenyl-4H-chromen-3-yl)-phenyl]-cyclobutyl}-carbamic acid tert-butyl ester). The reagents and catalysts are [Pd] (palladium on carbon). Solvent: CN1CCCC1=O (NMP), IMS. Conditions: time 18 hour. Yields the product NC1(CCC1)C1=CC=C(C=C1)C1=C(OC2=C(C1=O)C=CC=1NC(NC12)=O)C1=CC=CC=C1 (7-[4-(1-Amino-cyclobutyl)-phenyl]-8-phenyl-1,3-dihydro-chromeno[7,8-d]imidazole-2,6-dione). The yield is 70.0%. RXN SMILES: [C:1]([O:5]C(=O)N)(C)(C)C.C(OC(=O)[NH:15][C:16]1([C:20]2[CH:25]=[CH:24][C:23]([C:26]3[C:35](=[O:36])[C:34]4[C:29](=[C:30]([NH2:40])[C:31]([N+:37]([O-])=O)=[CH:32][CH:33]=4)[O:28][C:27]=3[C:41]3[CH:46]=[CH:45][CH:44]=[CH:43][CH:42]=3)=[CH:22][CH:21]=2)[CH2:19][CH2:18][CH2:17]1)(C)(C)C>CN1C(=O)CCC1.[Pd]>[NH2:15][C:16]1([C:20]2[CH:21]=[CH:22][C:23]([C:26]3[C:35](=[O:36])[C:34]4[CH:33]=[CH:32][C:31]5[NH:37][C:1](=[O:5])[NH:40][C:30]=5[C:29]=4[O:28][C:27]=3[C:41]3[CH:46]=[CH:45][CH:44]=[CH:43][CH:42]=3)=[CH:24][CH:25]=2)[CH2:19][CH2:18][CH2:17]1. Procedure details: 1-[4-(7,8-Diamino-4-oxo-2-phenyl-4H-chromen-3-yl)-phenyl]-cyclobutyl}-carbamic acid tert-butyl ester: To a solution of {1-[4-(8-amino-7-nitro-4-oxo-2-phenyl-4H-chromen-3-yl)-phenyl]-cyclobutyl}-carbamic acid tert-butyl ester (420 mg, 0.8 mmol) in NMP (10 mL) and IMS (3 mL) was added 10% palladium on carbon (350 mg) under a nitrogen atmosphere. The nitrogen was evacuated and replaced with hydrogen (1 atm). The mixture was stirred at RT for 18 hours. The hydrogen atmosphere was evacuated and repla...